This data is from the Open Reaction Database (ORD), a public repository of structured organic reaction records. The task is: describe an organic reaction: reactants, conditions, products, and yield Reactants: CN(C)C=O, O=CN1CCNCC1, O=C(O)C=Cc1ccccc1. Yields the product O=CN1CCN(C(=O)C=Cc2ccccc2)CC1. Reaction SMILES: [CH3:20][N:21]([CH3:22])[CH:23]=[O:24].[CH:12](=[O:13])[N:14]1[CH2:15][CH2:16][NH:17][CH2:18][CH2:19]1.[OH:1][C:2](=[O:3])[CH:4]=[CH:5][c:6]1[cH:7][cH:8][cH:9][cH:10][cH:11]1>>[C:2](=[O:3])([CH:4]=[CH:5][c:6]1[cH:7][cH:8][cH:9][cH:10][cH:11]1)[N:17]1[CH2:16][CH2:15][N:14]([CH:12]=[O:13])[CH2:19][CH2:18]1. RXN SMILES: [C:1]([O:4][CH:5]([CH2:35][CH2:36][CH2:37][CH2:38][CH3:39])[CH2:6][CH2:7][CH2:8][C:9]([CH2:24][CH2:25][CH2:26][CH2:27][CH2:28][CH2:29][C:30]([O:32][CH2:33][CH3:34])=[O:31])(C(OC(C)(C)C)=O)[C:10]([O:12]C(C)(C)C)=[O:11])(=[O:3])[CH3:2].O.C1(C)C=CC(S(O)(=O)=O)=CC=1>C1(C)C=CC=CC=1>[C:10]([CH:9]([CH2:8][CH2:7][CH2:6][CH:5]([O:4][C:1](=[O:3])[CH3:2])[CH2:35][CH2:36][CH2:37][CH2:38][CH3:39])[CH2:24][CH2:25][CH2:26][CH2:27][CH2:28][CH2:29][C:30]([O:32][CH2:33][CH3:34])=[O:31])([OH:12])=[O:11] |f:1.2|. Solvent: C1(=CC=CC=C1)C (toluene). Procedure: A mixture of di-tert.-butyl 2-(4-acetoxynonyl)-2-(6-ethoxycarbonylhexyl)malonate (104.12 g., 0.187 mole), p-toluenesulfonic acid monohydrate (3.30 g.) and toluene (330 ml.) is heated under reflux for 91/2 hours. Reactants: C(C)(=O)OC(CCCC(C(=O)OC(C)(C)C)(C(=O)OC(C)(C)C)CCCCCCC(=O)OCC)CCCCC (di-tert.-butyl 2-(4-acetoxynonyl)-2-(6-ethoxycarbonylhexyl)malonate), O.C1(=CC=C(C=C1)S(=O)(=O)O)C (p-toluenesulfonic acid monohydrate). The product is C(=O)(O)C(CCCCCCC(=O)OCC)CCCC(CCCCC)OC(C)=O (ethyl 8-carboxy-12 -acetoxy-heptadecanoate). Starting materials: N1C[C@@H](CC1)COC1=NC(=NC=C1C1=CC=C(C=C1)N1CCOCC1)N[C@@H]1CC[C@@H](CC1)C (4-(((R)-pyrrolidin-3-yl)methoxy)-N-(cis-4-methylcyclohexyl)-5-(4-morpholinophenyl)pyrimidin-2-amine), ClC(=O)OC (methyl chloroformate). Yields the product Cl.C[C@H]1CC[C@H](CC1)NC1=NC=C(C(=N1)OC[C@H]1CN(CC1)C(=O)OC)C1=CC=C(C=C1)N1CCOCC1 ((R)-methyl 3-((2-(cis-4-methylcyclohexylamino)-5-(4-morpholinophenyl)pyrimidin-4-yloxy)methyl)pyrrolidine-1-carboxylate hydrochloride salt). As a reaction SMILES: [NH:1]1[CH2:5][CH2:4][C@@H:3]([CH2:6][O:7][C:8]2[C:13]([C:14]3[CH:19]=[CH:18][C:17]([N:20]4[CH2:25][CH2:24][O:23][CH2:22][CH2:21]4)=[CH:16][CH:15]=3)=[CH:12][N:11]=[C:10]([NH:26][C@H:27]3[CH2:32][CH2:31][C@@H:30]([CH3:33])[CH2:29][CH2:28]3)[N:9]=2)[CH2:2]1.[Cl:34][C:35]([O:37][CH3:38])=[O:36]>>[ClH:34].[CH3:33][C@@H:30]1[CH2:29][CH2:28][C@H:27]([NH:26][C:10]2[N:9]=[C:8]([O:7][CH2:6][C@@H:3]3[CH2:4][CH2:5][N:1]([C:35]([O:37][CH3:38])=[O:36])[CH2:2]3)[C:13]([C:14]3[CH:15]=[CH:16][C:17]([N:20]4[CH2:21][CH2:22][O:23][CH2:24][CH2:25]4)=[CH:18][CH:19]=3)=[CH:12][N:11]=2)[CH2:32][CH2:31]1 |f:2.3|. Procedure details: Using the procedure of Example 1 Step 5, 4-(((R)-pyrrolidin-3-yl)methoxy)-N-(cis-4-methylcyclohexyl)-5-(4-morpholinophenyl)pyrimidin-2-amine with methyl chloroformate to provide the title compound. 1H NMR (CDCl3, 400 MHz) δ 8.08 (s, 1H), 7.38 (d, 2H), 6.94 (d, 2H), 5.22 (sb, 1H), 4.31 (d, 2H), 4.07 (m, 1H), 3.88 (m, 4H), 3.70 (s, 3H), 3.72-3.36 (m, 4H), 2.68 (m, 1H), 2.03 (m, 2H), 1.87-1.52 (m, 6H), 1.25 (m, 3H), 0.95 (d, 3H); MS (ESI) m/z: Found: 510.3 (M+1). Calc. 509.3 (M+). Starting materials: NCC(=O)N1[C@H](SC[C@H]1C(=O)OC(C)(C)C)C1=C(C=CC=C1)C1=CC=CC=C1 (tert-butyl (2R,4R)-3-(2-aminoacetyl)-2-(2-phenylphenyl)-4-thiazolidinecarboxylate), CC=1C=C(C=CC1)N=C=O (3-methylphenyl isocyanate). The product is CC=1C=C(C=CC1)NC(NCC(=O)N1[C@H](SC[C@H]1C(=O)OC(C)(C)C)C1=C(C=CC=C1)C1=CC=CC=C1)=O (tert-butyl (2R,4R)-3-{2-[3-(3-methylphenyl)-ureido]acetyl}-2-(2-phenylphenyl)-4-thiazolidinecarboxylate). Isolated yield 12.5%. As a reaction SMILES: [NH2:1][CH2:2][C:3]([N:5]1[C@H:9]([C:10]([O:12][C:13]([CH3:16])([CH3:15])[CH3:14])=[O:11])[CH2:8][S:7][C@@H:6]1[C:17]1[CH:22]=[CH:21][CH:20]=[CH:19][C:18]=1[C:23]1[CH:28]=[CH:27][CH:26]=[CH:25][CH:24]=1)=[O:4].[CH3:29][C:30]1[CH:31]=[C:32]([N:36]=[C:37]=[O:38])[CH:33]=[CH:34][CH:35]=1>>[CH3:29][C:30]1[CH:31]=[C:32]([NH:36][C:37](=[O:38])[NH:1][CH2:2][C:3]([N:5]2[C@H:9]([C:10]([O:12][C:13]([CH3:16])([CH3:15])[CH3:14])=[O:11])[CH2:8][S:7][C@@H:6]2[C:17]2[CH:22]=[CH:21][CH:20]=[CH:19][C:18]=2[C:23]2[CH:28]=[CH:27][CH:26]=[CH:25][CH:24]=2)=[O:4])[CH:33]=[CH:34][CH:35]=1. Procedure: The procedure is similar to that described in Example 1A, but starting with 1.32 g of tert-butyl (2R,4R)-3-(2-aminoacetyl)-2-(2-phenylphenyl)-4-thiazolidinecarboxylate and 0.47 g of 3-methylphenyl isocyanate. The crude product is purified by chromatography on silica [eluent: methylene chloride/ethyl acetate (90:10 by volume)]. The fractions containing the expected product are pooled and concentrated to dryness under reduced pressure at 40° C. After vigorous stirring in pentane, 0.22 g of tert-bu... Starting materials: [N+](=O)([O-])C1=C(C=CC(=C1)[N+](=O)[O-])S(=O)(=O)CCO (2[2,4-dinitrophenylsulfonyl]ethanol), O.S(O)(O)(=O)=O (sulfuric acid monohydrate), [Cl-].[Na+] (sodium chloride). Conditions: time 14 hour. Product: S(=O)(=O)(O)OCCS(=O)(=O)C1=C(C=C(C=C1)[N+](=O)[O-])[N+](=O)[O-] (2-[2,4-dinitrophenylsulfonyl]ethyl hydrogensulfate). RXN SMILES: [N+:1]([C:4]1[CH:9]=[C:8]([N+:10]([O-:12])=[O:11])[CH:7]=[CH:6][C:5]=1[S:13]([CH2:16][CH2:17][OH:18])(=[O:15])=[O:14])([O-:3])=[O:2].O.[S:20](=O)(=[O:23])([OH:22])[OH:21].[Cl-].[Na+]>>[S:20]([O:18][CH2:17][CH2:16][S:13]([C:5]1[CH:6]=[CH:7][C:8]([N+:10]([O-:12])=[O:11])=[CH:9][C:4]=1[N+:1]([O-:3])=[O:2])(=[O:15])=[O:14])([OH:23])(=[O:22])=[O:21] |f:1.2,3.4|. Procedure details: 105 parts of 2[2,4-dinitrophenylsulfonyl]ethanol are gradually added at 0°-5° C. to 380 parts of sulfuric acid monohydrate and the mixture is stirred at that temperature for 14 hours. The resulting brown solution is then gradually discharged onto a mixture of ice and 20% sodium chloride solution, the result being a yellowish suspension. The precipitate is filtered off and washed initially with 1000 parts of cold 20% sodium chloride solution and then with 200 parts of ice-water. Drying leaves 2-[... The reactants are CC(CCCC(C)C)OC1=CC=C(C(=O)O)C=C1 (p-[(1,5-dimethylhexyl)oxy]benzoic acid), BrCC#CCC (1-bromo-2-pentyne). Product: C(C#CCC)OC(C1=CC=C(C=C1)OC(CCCC(C)C)C)=O (p-[(1,5-dimethylhexyl)oxy]benzoic acid-2-pentynyl ester). Reaction SMILES: [CH3:1][CH:2]([O:9][C:10]1[CH:18]=[CH:17][C:13]([C:14]([OH:16])=[O:15])=[CH:12][CH:11]=1)[CH2:3][CH2:4][CH2:5][CH:6]([CH3:8])[CH3:7].Br[CH2:20][C:21]#[C:22][CH2:23][CH3:24]>>[CH2:20]([O:15][C:14](=[O:16])[C:13]1[CH:12]=[CH:11][C:10]([O:9][CH:2]([CH3:1])[CH2:3][CH2:4][CH2:5][CH:6]([CH3:7])[CH3:8])=[CH:18][CH:17]=1)[C:21]#[C:22][CH2:23][CH3:24]. Reported procedure: By utilizing the procedure of Example 8, by reacting p-[(1,5-dimethylhexyl)oxy]benzoic acid with 1-bromo-2-pentyne, there is obtained p-[(1,5-dimethylhexyl)oxy]benzoic acid-2-pentynyl ester; nD24 = 1.5078. The reactants are CC(=O)OC(C)=O, CC(=O)[O-], CC(=O)O, [Na+], O=c1ccc2cc(S(=O)(=O)Cl)ccc2[nH]1, [Zn]. The product is CC(=O)Sc1ccc2[nH]c(=O)ccc2c1. As a reaction SMILES: [CH3:16][C:17](=[O:18])[O:19][C:20](=[O:21])[CH3:22].[CH3:24][C:25](=[O:26])[O-:27].[CH3:29][C:30](=[O:31])[OH:32].[Na+:23].[O:1]=[c:2]1[nH:3][c:4]2[cH:5][cH:6][c:7]([S:12]([Cl:13])(=[O:14])=[O:15])[cH:8][c:9]2[cH:10][cH:11]1.[Zn:28]>>[O:1]=[c:2]1[nH:3][c:4]2[cH:5][cH:6][c:7]([S:12][C:17]([CH3:16])=[O:18])[cH:8][c:9]2[cH:10][cH:11]1.